Dataset: the Open Reaction Database (ORD), a public repository of structured organic reaction records. Task: describe an organic reaction: reactants, conditions, products, and yield The reactants are E1, ClC=1C=C2N(C(N1)=O)CCN2C (7-chloro-1-methyl-2,3-dihydroimidazo[1,2-c]pyrimidi-n-5(1H)-one), [H-].[Na+] (sodium hydride), ClC=1C=C(C=NC1)OC1=C(C#N)C=C(C=C1)CO (2-((5-chloropyridin-3-yl)oxy)-5-(hydroxymethyl)ben-zonitrile). Run in C1CCOC1 (THF). The product is ClC=1C=C(C=NC1)OC1=C(C#N)C=C(C=C1)COC=1C=C2N(C(N1)=O)CCN2C (2-((5-chloropyridin-3-yl)oxy)-5-(((1-methyl-5-oxo-1,2,3,5-tetrahydroimidazo[1,2-c]pyrimidin-7-yl)oxy)methyl)benzonitrile). Reaction SMILES: [H-].[Na+].[Cl:3][C:4]1[CH:5]=[C:6]([O:10][C:11]2[CH:18]=[CH:17][C:16]([CH2:19][OH:20])=[CH:15][C:12]=2[C:13]#[N:14])[CH:7]=[N:8][CH:9]=1.Cl[C:22]1[CH:23]=[C:24]2[N:31]([CH3:32])[CH2:30][CH2:29][N:25]2[C:26](=[O:28])[N:27]=1>C1COCC1>[Cl:3][C:4]1[CH:5]=[C:6]([O:10][C:11]2[CH:18]=[CH:17][C:16]([CH2:19][O:20][C:22]3[CH:23]=[C:24]4[N:31]([CH3:32])[CH2:30][CH2:29][N:25]4[C:26](=[O:28])[N:27]=3)=[CH:15][C:12]=2[C:13]#[N:14])[CH:7]=[N:8][CH:9]=1 |f:0.1|. Procedure: Prepared in a manner similar to that described for E1 using sodium hydride (5.52 mg, 0.230 mmol) in THF (5 mL), 2-((5-chloropyridin-3-yl)oxy)-5-(hydroxymethyl)ben-zonitrile (30 mg, 0.115 mmol) and 7-chloro-1-methyl-2,3-dihydroimidazo[1,2-c]pyrimidi-n-5(1H)-one (21.4 mg, 0.115 mmol). Reactants: COC(=O)c1cccc2cc(-c3ccc(O)cc3Cl)ccc12, CC(C)c1onc(-c2c(Cl)cccc2Cl)c1CO, ClCCl, CC(C)OC(=O)N=NC(=O)OC(C)C, c1ccc(P(c2ccccc2)c2ccccc2)cc1. Yields the product COC(=O)c1cccc2cc(-c3ccc(OCc4c(-c5c(Cl)cccc5Cl)noc4C(C)C)cc3Cl)ccc12. Reaction SMILES: [Cl:1][c:2]1[c:3](-[c:9]2[cH:10][c:11]3[cH:12][cH:13][cH:14][c:15]([C:19](=[O:20])[O:21][CH3:22])[c:16]3[cH:17][cH:18]2)[cH:4][cH:5][c:6]([OH:8])[cH:7]1.[Cl:42][c:43]1[c:44](-[c:50]2[n:51][o:52][c:53]([CH:57]([CH3:58])[CH3:59])[c:54]2[CH2:55][OH:56])[c:45]([Cl:49])[cH:46][cH:47][cH:48]1.[Cl:74][CH2:75][Cl:76].[O:60]=[C:61]([O:62][CH:63]([CH3:64])[CH3:65])[N:66]=[N:67][C:68]([O:69][CH:70]([CH3:71])[CH3:72])=[O:73].[c:23]1([P:24]([c:25]2[cH:26][cH:27][cH:28][cH:29][cH:30]2)[c:31]2[cH:32][cH:33][cH:34][cH:35][cH:36]2)[cH:37][cH:38][cH:39][cH:40][cH:41]1>>[Cl:1][c:2]1[c:3](-[c:9]2[cH:10][c:11]3[cH:12][cH:13][cH:14][c:15]([C:19](=[O:20])[O:21][CH3:22])[c:16]3[cH:17][cH:18]2)[cH:4][cH:5][c:6]([O:8][CH2:55][c:54]2[c:50](-[c:44]3[c:43]([Cl:42])[cH:48][cH:47][cH:46][c:45]3[Cl:49])[n:51][o:52][c:53]2[CH:57]([CH3:58])[CH3:59])[cH:7]1.